From a dataset of the Open Reaction Database (ORD), a public repository of structured organic reaction records. describe an organic reaction: reactants, conditions, products, and yield The reactants are C(=O)([O-])[O-].[K+].[K+] (K2CO3), N1(CCC1)C1=CC=C(C(=N1)CN1C(O[C@@H]([C@@H]1C)C1=CC(=CC(=C1)C(F)(F)F)C(F)(F)F)=O)Br ((4S,5R)-3-[(6-azetidin-1-yl-3-bromopyridin-2-yl)methyl]-5-[3,5-bis(trifluoromethyl)phenyl]-4-methyl-1,3-oxazolidin-2-one), COC1=C(C=C(C=C1)CCC(=O)OC)B1OC(C(O1)(C)C)(C)C (methyl 3-[4-methoxy-3-(4,4,5,5-tetramethyl-1,3,2-dioxaborolan-2-yl)phenyl]propanoate), C1CCOC1 (THF). The reagents and catalysts are [Pd](Cl)Cl.C(C)(C)(C)P([C-]1C=CC=C1)C(C)(C)C.[C-]1(C=CC=C1)P(C(C)(C)C)C(C)(C)C.[Fe+2] (1,1′-bis(di-t-butylphosphino)ferrocene palladium dichloride). Solvent: C(C)(=O)OCC (ethyl acetate). Run at time 45 minute. The product is N1(CCC1)C1=CC=C(C(=N1)CN1C(O[C@@H]([C@@H]1C)C1=CC(=CC(=C1)C(F)(F)F)C(F)(F)F)=O)C=1C=C(C=CC1OC)CCC(=O)OC (methyl 3-{3-[6-azetidin-1-yl-2-({(4S,5R)-5-[3,5-bis(trifluoromethyl)phenyl]-4-methyl-2-oxo-1,3-oxazolidin-3-yl}methyl)pyridin-3-yl]-4-methoxyphenyl}propanoate). Reaction SMILES: [N:1]1([C:5]2[N:10]=[C:9]([CH2:11][N:12]3[C@@H:16]([CH3:17])[C@@H:15]([C:18]4[CH:23]=[C:22]([C:24]([F:27])([F:26])[F:25])[CH:21]=[C:20]([C:28]([F:31])([F:30])[F:29])[CH:19]=4)[O:14][C:13]3=[O:32])[C:8](Br)=[CH:7][CH:6]=2)[CH2:4][CH2:3][CH2:2]1.[CH3:34][O:35][C:36]1[CH:41]=[CH:40][C:39]([CH2:42][CH2:43][C:44]([O:46][CH3:47])=[O:45])=[CH:38][C:37]=1B1OC(C)(C)C(C)(C)O1.C1COCC1.C([O-])([O-])=O.[K+].[K+]>C(OCC)(=O)C.[Pd](Cl)Cl.C(P(C(C)(C)C)[C-]1C=CC=C1)(C)(C)C.[C-]1(P(C(C)(C)C)C(C)(C)C)C=CC=C1.[Fe+2]>[N:1]1([C:5]2[N:10]=[C:9]([CH2:11][N:12]3[C@@H:16]([CH3:17])[C@@H:15]([C:18]4[CH:23]=[C:22]([C:24]([F:27])([F:26])[F:25])[CH:21]=[C:20]([C:28]([F:31])([F:30])[F:29])[CH:19]=4)[O:14][C:13]3=[O:32])[C:8]([C:41]3[CH:40]=[C:39]([CH2:42][CH2:43][C:44]([O:46][CH3:47])=[O:45])[CH:38]=[CH:37][C:36]=3[O:35][CH3:34])=[CH:7][CH:6]=2)[CH2:4][CH2:3][CH2:2]1 |f:3.4.5,7.8.9.10|. Procedure: A flask was charged with (4S,5R)-3-[(6-azetidin-1-yl-3-bromopyridin-2-yl)methyl]-5-[3,5-bis(trifluoromethyl)phenyl]-4-methyl-1,3-oxazolidin-2-one (134 mg, 0.249 mmol), methyl 3-[4-methoxy-3-(4,4,5,5-tetramethyl-1,3,2-dioxaborolan-2-yl)phenyl]propanoate (100 mg, 0.312 mmol), 1,1′-bis(di-t-butylphosphino)ferrocene palladium dichloride (8.11 mg, 0.012 mmol), and THF (3 mL). The reaction was degassed with N2 then 1M K2CO3 (3 mL, 3.00 mmol) was added. The reaction was stirred at room temperature for ... The reactants are FC1=C(OC2=CC=NC3=CC(=C(C=C23)C(=O)OC(C)(C)C)OC)C=CC(=C1)NC(=S)NC(CC1=CC=CC=C1)=O (tert-Butyl 4-(2-fluoro-4-(3-(2-phenylacetyl)thioureido)phenoxy)-7-methoxyquinoline-6-carboxylate), Cl.O1CCOCC1 (HCl dioxane). Run at temperature 70 celsius, time 1 hour. Product: Cl.FC1=C(OC2=CC=NC3=CC(=C(C=C23)C(=O)O)OC)C=CC(=C1)NC(=S)NC(CC1=CC=CC=C1)=O (4-(2-Fluoro-4-(3-(2-phenylacetyl)thioureido)phenoxy)-7-methoxyquinoline-6-carboxylic acid hydrochloride). The yield is 79.0%. As a reaction SMILES: [F:1][C:2]1[CH:27]=[C:26]([NH:28][C:29]([NH:31][C:32](=[O:40])[CH2:33][C:34]2[CH:39]=[CH:38][CH:37]=[CH:36][CH:35]=2)=[S:30])[CH:25]=[CH:24][C:3]=1[O:4][C:5]1[C:14]2[C:9](=[CH:10][C:11]([O:22][CH3:23])=[C:12]([C:15]([O:17]C(C)(C)C)=[O:16])[CH:13]=2)[N:8]=[CH:7][CH:6]=1.[ClH:41].O1CCOCC1>>[ClH:41].[F:1][C:2]1[CH:27]=[C:26]([NH:28][C:29]([NH:31][C:32](=[O:40])[CH2:33][C:34]2[CH:35]=[CH:36][CH:37]=[CH:38][CH:39]=2)=[S:30])[CH:25]=[CH:24][C:3]=1[O:4][C:5]1[C:14]2[C:9](=[CH:10][C:11]([O:22][CH3:23])=[C:12]([C:15]([OH:17])=[O:16])[CH:13]=2)[N:8]=[CH:7][CH:6]=1 |f:1.2,3.4|. Reported procedure: Compound 1d (88.0 mg) was dissolved in 4N HCl-dioxane solution, followed by stirring at 70° C. for 1 hour. The precipitate in the reaction mixture was filtrated, to thereby yield compound 1e (67.1 mg, yield: 79%). The reactants are C1(=CC=CC=C1)S(=O)(=O)N1C(=CC=2C1=NC=CC2)C(=CC2CCCC2)C2=CC=C(C=C2)C(C)(C(C)C)O (2-{4-[1-(1-benzenesulfonyl-1H-pyrrolo[2,3-b]pyridin-2-yl)-2-cyclopentyl-vinyl]-phenyl}-3-methyl-butan-2-ol), [OH-].[Na+] (sodium hydroxide). Solvent: ClCCl (dichloromethane), C(C)O (ethanol), O1CCCC1 (tetrahydrofuran). Yields the product C1(CCCC1)C=C(C1=CC=2C(=NC=CC2)N1)C1=CC=C(C=C1)C(C)(C(C)C)O (2-{4-[2-cyclopentyl-1-(1H-pyrrolo[2,3-b]pyridin-2-yl)-vinyl]-phenyl}-3-methyl-butan-2-ol). Yield: 78.5%. RXN SMILES: C1(S([N:10]2[C:14]3=[N:15][CH:16]=[CH:17][CH:18]=[C:13]3[CH:12]=[C:11]2[C:19]([C:26]2[CH:31]=[CH:30][C:29]([C:32]([OH:37])([CH:34]([CH3:36])[CH3:35])[CH3:33])=[CH:28][CH:27]=2)=[CH:20][CH:21]2[CH2:25][CH2:24][CH2:23][CH2:22]2)(=O)=O)C=CC=CC=1.[OH-].[Na+]>C(O)C.O1CCCC1.ClCCl>[CH:21]1([CH:20]=[C:19]([C:26]2[CH:27]=[CH:28][C:29]([C:32]([OH:37])([CH:34]([CH3:35])[CH3:36])[CH3:33])=[CH:30][CH:31]=2)[C:11]2[NH:10][C:14]3=[N:15][CH:16]=[CH:17][CH:18]=[C:13]3[CH:12]=2)[CH2:25][CH2:24][CH2:23][CH2:22]1 |f:1.2|. Procedure: A mixture of 2-{4-[1-(1-benzenesulfonyl-1H-pyrrolo[2,3-b]pyridin-2-yl)-2-cyclopentyl-vinyl]-phenyl}-3-methyl-butan-2-ol (90 mg, 0.17 mmol) in ethanol (4 mL), tetrahydrofuran (6 mL) and an aqueous sodium hydroxide solution (10%, 2 mL) was heated at 50° C. for 36 h. The mixture was diluted with dichloromethane (50 mL), washed with water, dried over anhydrous sodium sulfate and then concentrated in vacuo to afford 2-{4-[2-cyclopentyl-1-(1H-pyrrolo[2,3-b]pyridin-2-yl)-vinyl]-phenyl}-3-methyl-butan-2... The reactants are BrCc1ccccc1, CC#N, CC(O)(c1ccncc1)c1ccc(F)cc1. Product: [Br-], CC(O)(c1ccc(F)cc1)c1cc[n+](Cc2ccccc2)cc1. As a reaction SMILES: [Br:17][CH2:18][c:19]1[cH:20][cH:21][cH:22][cH:23][cH:24]1.[CH3:25][C:26]#[N:27].[OH:1][C:2]([c:3]1[cH:4][cH:5][c:6]([F:9])[cH:7][cH:8]1)([CH3:10])[c:11]1[cH:12][cH:13][n:14][cH:15][cH:16]1>>[Br-:17].[OH:1][C:2]([c:3]1[cH:4][cH:5][c:6]([F:9])[cH:7][cH:8]1)([CH3:10])[c:11]1[cH:12][cH:13][n+:14]([CH2:18][c:19]2[cH:20][cH:21][cH:22][cH:23][cH:24]2)[cH:15][cH:16]1. Starting materials: CCCCCCCCCCCCCCCC(=O)NCCO, CN1CCOCC1, CCOC(=O)Cl, C1CCOC1. The product is CCCCCCCCCCCCCCCC(=O)NCCOC(=O)OCC. RXN SMILES: [C:1]([CH2:2][CH2:3][CH2:4][CH2:5][CH2:6][CH2:7][CH2:8][CH2:9][CH2:10][CH2:11][CH2:12][CH2:13][CH2:14][CH2:15][CH3:16])(=[O:17])[NH:18][CH2:19][CH2:20][OH:21].[CH3:22][N:23]1[CH2:24][CH2:25][O:26][CH2:27][CH2:28]1.[Cl:29][C:30](=[O:31])[O:32][CH2:33][CH3:34].[O:35]1[CH2:36][CH2:37][CH2:38][CH2:39]1>>[C:1]([CH2:2][CH2:3][CH2:4][CH2:5][CH2:6][CH2:7][CH2:8][CH2:9][CH2:10][CH2:11][CH2:12][CH2:13][CH2:14][CH2:15][CH3:16])(=[O:17])[NH:18][CH2:19][CH2:20][O:21][C:30](=[O:31])[O:32][CH2:33][CH3:34]. Run in C1CCOC1 (THF), C1CCOC1 (THF). Procedure: A solution of diisopropylazodicarboxylate (2.12 g, 10.5 mmol) in THF (25 mL) was added via syringe pump over 1.5 h to a mixture of 4-propylphenol (purchased from Aldrich Chemical Co.) (1.36 g, 10.0 mmol), 6-bromo-1-hexanol (purchased from Aldrich Chemical Co.) (1.81 g, 10.0 mmol), and triphenylphosphine (2.75 g, 10.5 mmol) in THF (25 mL) at 0° C. under argon. The slightly yellow reaction was stirred at 0° C. for 30 min, whereupon additional triphenylphosphine (262 mg, 1.00 mmol) was added, follo... The yield is 66.8%. Starting materials: C1(=CC=CC=C1)P(C1=CC=CC=C1)C1=CC=CC=C1 (triphenylphosphine), C(CC)C1=CC=C(C=C1)O (4-propylphenol), BrCCCCCCO (6-bromo-1-hexanol), C1(=CC=CC=C1)P(C1=CC=CC=C1)C1=CC=CC=C1 (triphenylphosphine), CC(C)OC(=O)/N=N/C(=O)OC(C)C (diisopropylazodicarboxylate), CC(C)OC(=O)/N=N/C(=O)OC(C)C (diisopropylazodicarboxylate). Yields the product BrCCCCCCOC1=CC=C(C=C1)CCC (1-[(6-Bromohexyl)oxy]-4-propylbenzene). RXN SMILES: CC(OC(/N=N/C(OC(C)C)=O)=O)C.[CH2:15]([C:18]1[CH:23]=[CH:22][C:21]([OH:24])=[CH:20][CH:19]=1)[CH2:16][CH3:17].[Br:25][CH2:26][CH2:27][CH2:28][CH2:29][CH2:30][CH2:31]O.C1(P(C2C=CC=CC=2)C2C=CC=CC=2)C=CC=CC=1>C1COCC1>[Br:25][CH2:26][CH2:27][CH2:28][CH2:29][CH2:30][CH2:31][O:24][C:21]1[CH:22]=[CH:23][C:18]([CH2:15][CH2:16][CH3:17])=[CH:19][CH:20]=1. The reactants are C(C1=CC=CC=C1)N1CCCC2=CC(=CC=C12)OC(NC1=CC(=C(C=C1)Cl)C(F)(F)F)=O (4-chloro-3-trifluoromethyl-phenyl-carbamic acid 1-benzyl-1, 2, 3, 4-tetrahydro-quinolin-6-yl ester), [H][H] (hydrogen). Reagents/catalysts: [Pd] (Pd—C). Solvent: C(C)O (ethanol). Yields the product N1CCCC2=CC(=CC=C12)OC(NC1=CC(=C(C=C1)Cl)C(F)(F)F)=O ((4Chloro-3-trifluoromethyl-phenyl)-carbamic acid 1, 2, 3, 4tetrahydro-quinolin-6-yl ester). As a reaction SMILES: C([N:8]1[C:17]2[C:12](=[CH:13][C:14]([O:18][C:19](=[O:32])[NH:20][C:21]3[CH:26]=[CH:25][C:24]([Cl:27])=[C:23]([C:28]([F:31])([F:30])[F:29])[CH:22]=3)=[CH:15][CH:16]=2)[CH2:11][CH2:10][CH2:9]1)C1C=CC=CC=1.[H][H]>C(O)C.[Pd]>[NH:8]1[C:17]2[C:12](=[CH:13][C:14]([O:18][C:19](=[O:32])[NH:20][C:21]3[CH:26]=[CH:25][C:24]([Cl:27])=[C:23]([C:28]([F:29])([F:30])[F:31])[CH:22]=3)=[CH:15][CH:16]=2)[CH2:11][CH2:10][CH2:9]1. Reported procedure: A nitrogen flushed mixture of 4-chloro-3-trifluoromethyl-phenyl-carbamic acid 1-benzyl-1, 2, 3, 4-tetrahydro-quinolin-6-yl ester (0.23 g. ½ mmol) and 5% Pd—C (0.02 g.) in absolute ethanol (20 ml) was shaken in a par apparatus at room temperature (38° C.) under 50 psi pressure of hydrogen for 5 hours. Pd—C was then discarded through filtration. The reaction mixture was concentrated under reduced pressure and the residue was washed dichloromethane (2×3 ml) to give 2e; yield: 0.16 g. (86.4%), m.p.:...